Dataset: the Open Reaction Database (ORD), a public repository of structured organic reaction records. Task: describe an organic reaction: reactants, conditions, products, and yield The reactants are C1(=CC=CC=C1)C=1C=C(C=NC1)C(=O)C=1N=CN2C1SC=C2 (7-(5-phenylpyridin-3-yl)carbonylimidazo[5,1-b]thiazole), C(CCC)[Sn](CCCC)(CCCC)Cl (tri-n-butylstannyl chloride), C[Si](C)(C)[N-][Si](C)(C)C.[Li+].C1CCOC1 (lithium bis(trimethylsilyl)amide THF). Product: C1(=CC=CC=C1)C=1C=C(C=NC1)C(=O)C=1N=CN2C1SC(=C2)[Sn](CCCC)(CCCC)CCCC (7-(5-Phenylpyridin-3-yl)carbonyl-2-(tri-n-butylstannyl)imidazo[5,1-b]thiazole). As a reaction SMILES: [C:1]1([C:7]2[CH:8]=[C:9]([C:13]([C:15]3[N:16]=[CH:17][N:18]4[CH:22]=[CH:21][S:20][C:19]=34)=[O:14])[CH:10]=[N:11][CH:12]=2)[CH:6]=[CH:5][CH:4]=[CH:3][CH:2]=1.[CH2:23]([Sn:27](Cl)([CH2:32][CH2:33][CH2:34][CH3:35])[CH2:28][CH2:29][CH2:30][CH3:31])[CH2:24][CH2:25][CH3:26].C[Si]([N-][Si](C)(C)C)(C)C.[Li+].C1COCC1>>[C:1]1([C:7]2[CH:8]=[C:9]([C:13]([C:15]3[N:16]=[CH:17][N:18]4[CH:22]=[C:21]([Sn:27]([CH2:28][CH2:29][CH2:30][CH3:31])([CH2:32][CH2:33][CH2:34][CH3:35])[CH2:23][CH2:24][CH2:25][CH3:26])[S:20][C:19]=34)=[O:14])[CH:10]=[N:11][CH:12]=2)[CH:2]=[CH:3][CH:4]=[CH:5][CH:6]=1 |f:2.3.4|. Procedure: 7-(5-Phenylpyridin-3-yl)carbonyl-2-(tri-n-butylstannyl)imidazo[5,1-b]thiazole (297 mg) was prepared in substantially the same manner as in step c) of Synthesis Example 1, except that 275 mg of 7-(5-phenylpyridin-3-yl)carbonylimidazo[5,1-b]thiazole, 0.330 ml of tri-n-butylstannyl chloride, and 1.80 ml of a 1.0 N lithium bis(trimethylsilyl)amide/THF solution were used as the starting materials. Reactants: CC1(C)C2CCC1(CS(=O)(=O)O)C(=O)C2, O=C([O-])O, CC(C)O, C#CCNC(=O)c1cc(F)cc(F)c1Nc1nc(Cl)ncc1Cl, Nc1ccc2c(c1)NC(=O)CCC2, [Na+]. Yields the product C#CCNC(=O)c1cc(F)cc(F)c1Nc1nc(Nc2ccc3c(c2)NC(=O)CCC3)ncc1Cl. RXN SMILES: [C:37]12([CH2:38][S:39]([OH:40])(=[O:41])=[O:42])[C:43]([CH3:44])([CH3:45])[CH:46]([CH2:47][CH2:48]1)[CH2:49][C:50]2=[O:51].[C:52](=[O:53])([OH:54])[O-:55].[CH:57]([OH:58])([CH3:59])[CH3:60].[Cl:14][c:15]1[n:16][cH:17][c:18]([Cl:36])[c:19]([NH:21][c:22]2[c:23]([C:24](=[O:25])[NH:26][CH2:27][C:28]#[CH:29])[cH:30][c:31]([F:35])[cH:32][c:33]2[F:34])[n:20]1.[NH2:1][c:2]1[cH:3][cH:4][c:5]2[c:6]([cH:13]1)[NH:7][C:8](=[O:12])[CH2:9][CH2:10][CH2:11]2.[Na+:56]>>[NH:1]([c:2]1[cH:3][cH:4][c:5]2[c:6]([cH:13]1)[NH:7][C:8](=[O:12])[CH2:9][CH2:10][CH2:11]2)[c:15]1[n:16][cH:17][c:18]([Cl:36])[c:19]([NH:21][c:22]2[c:23]([C:24](=[O:25])[NH:26][CH2:27][C:28]#[CH:29])[cH:30][c:31]([F:35])[cH:32][c:33]2[F:34])[n:20]1.